Dataset: the Open Reaction Database (ORD), a public repository of structured organic reaction records. Task: describe an organic reaction: reactants, conditions, products, and yield Starting materials: C1(C=2C(C(N1CCOC1=CC=C(C=C3C(NC(S3)=O)=O)C=C1)=O)=CC=CC2)=O (5-(4-(2-phthalimidoethoxy)benzylidene)-2,4-thiazolidinedione). Reagents/catalysts: [Pd] (palladium-charcoal), catalyst. Run in O1CCOCC1 (dioxan). Yields the product C1(C=2C(C(N1CCOC1=CC=C(CC3C(NC(S3)=O)=O)C=C1)=O)=CC=CC2)=O (5-(4-(2-Phthalimidoethoxy)benzyl)-2,4-thiazolidinedione). RXN SMILES: [C:1]1(=[O:28])[N:5]([CH2:6][CH2:7][O:8][C:9]2[CH:22]=[CH:21][C:12]([CH:13]=[C:14]3[S:18][C:17](=[O:19])[NH:16][C:15]3=[O:20])=[CH:11][CH:10]=2)[C:4](=[O:23])[C:3]2=[CH:24][CH:25]=[CH:26][CH:27]=[C:2]12>O1CCOCC1.[Pd]>[C:4]1(=[O:23])[N:5]([CH2:6][CH2:7][O:8][C:9]2[CH:22]=[CH:21][C:12]([CH2:13][CH:14]3[S:18][C:17](=[O:19])[NH:16][C:15]3=[O:20])=[CH:11][CH:10]=2)[C:1](=[O:28])[C:2]2=[CH:27][CH:26]=[CH:25][CH:24]=[C:3]12. Reported procedure: A suspension of 5-(4-(2-phthalimidoethoxy)benzylidene)-2,4-thiazolidinedione (3.25 g) in dioxan (100 ml)was hydrogenated at room temperature and pressure in the presence of 10% palladium-charcoal (5 g) for 18 hours. A further portion of catalyst (5 g) was added, and the reaction continued for a total of 23 hours. The reaction mixture was filtered through diatomaceous earth, and the solvent evaporated. The resulting gum was crystallised from methanol-dioxan to afford the title compound, mp 192°-4... Starting materials: C1CCOC1, CN1CCCC1CO, CC(C)(C)[O-], Clc1cnccn1, [K+]. Yields the product CN1CCCC1COc1cnccn1. As a reaction SMILES: [CH2:22]1[O:23][CH2:24][CH2:25][CH2:26]1.[CH3:1][N:2]1[CH:3]([CH2:7][OH:8])[CH2:4][CH2:5][CH2:6]1.[CH3:9][C:10]([CH3:11])([O-:12])[CH3:13].[Cl:15][c:16]1[n:17][cH:18][cH:19][n:20][cH:21]1.[K+:14]>>[CH3:1][N:2]1[CH:3]([CH2:7][O:8][c:16]2[n:17][cH:18][cH:19][n:20][cH:21]2)[CH2:4][CH2:5][CH2:6]1. Starting materials: BrC1=C(C=C(C=C1)F)C1=NN=NN1 (5-(2-bromo-5-fluoro-phenyl)-1H-tetrazole), IC (iodomethane), C([O-])([O-])=O.[K+].[K+] (potassium carbonate). The solvent is CN(C=O)C (dimethylformamide). Conditions: time 16 hour. Yields the product BrC1=C(C=C(C=C1)F)C1=NNNN1C (5-(2-Bromo-5-fluoro-phenyl)-1-methyl-2H-tetrazole). The yield is 32.8%. Reaction SMILES: [Br:1][C:2]1[CH:7]=[CH:6][C:5]([F:8])=[CH:4][C:3]=1[C:9]1[NH:13][N:12]=[N:11][N:10]=1.IC.[C:16](=O)([O-])[O-].[K+].[K+]>CN(C)C=O>[Br:1][C:2]1[CH:7]=[CH:6][C:5]([F:8])=[CH:4][C:3]=1[C:9]1[N:13]([CH3:16])[NH:12][NH:11][N:10]=1 |f:2.3.4|. Reported procedure: A mixture of 5-(2-bromo-5-fluoro-phenyl)-1H-tetrazole (1.0 g, 4.12 mmol), iodomethane (1.12 g, 10 mmol) and potassium carbonate (1.5 g) in dimethylformamide (5 mL) was stirred at room temperature for 16 hrs, then concentrated in vacuo. The residue was purified by column chromatography (SiO2, CH2Cl2) to provide 350 mg (Yield 33%) of the title compound as white crystals. 1H NMR (500 MHz, CDCl3) δ ppm: 4.00 (3H, s) 7.18–7.25 (2H, m) 7.72 (1H, dd, J=8.4, 5.0 Hz); 13C NMR (126 MHz, CDCl3) δ ppm: 34.5... The product is O=C(O)COc1cc(Cl)ccc1C(=O)NCc1ccc(Br)cc1F. RXN SMILES: [CH2:1]([CH3:2])[O:3][C:4]([CH2:5][O:6][c:7]1[c:8]([C:14]([NH:15][CH2:16][c:17]2[c:18]([F:24])[cH:19][c:20]([Br:23])[cH:21][cH:22]2)=[O:25])[cH:9][cH:10][c:11]([Cl:13])[cH:12]1)=[O:26].[CH3:30][CH2:31][OH:32].[CH3:33][CH2:34][O:35][C:36](=[O:37])[CH3:38].[ClH:29].[Na+:28].[OH-:27]>>[O:3]=[C:4]([CH2:5][O:6][c:7]1[c:8]([C:14]([NH:15][CH2:16][c:17]2[c:18]([F:24])[cH:19][c:20]([Br:23])[cH:21][cH:22]2)=[O:25])[cH:9][cH:10][c:11]([Cl:13])[cH:12]1)[OH:26]. Starting materials: CCOC(=O)COc1cc(Cl)ccc1C(=O)NCc1ccc(Br)cc1F, CCO, CCOC(C)=O, Cl, [Na+], [OH-]. Starting materials: O=C(Cl)c1ccccc1, ClCCl, Cc1c(NC(c2nnc(-c3ccc(N)cc3)o2)C(C)O[Si](C)(C)C(C)(C)C)ccc(C#N)c1Cl, c1ccncc1. Yields the product Cc1c(NC(c2nnc(-c3ccc(NC(=O)c4ccccc4)cc3)o2)C(C)O[Si](C)(C)C(C)(C)C)ccc(C#N)c1Cl. As a reaction SMILES: [C:35]([c:36]1[cH:37][cH:38][cH:39][cH:40][cH:41]1)(=[O:42])[Cl:43].[Cl:44][CH2:45][Cl:46].[NH2:1][c:2]1[cH:3][cH:4][c:5](-[c:8]2[n:9][n:10][c:11]([CH:13]([CH:14]([CH3:15])[O:16][Si:17]([CH3:18])([CH3:19])[C:20]([CH3:21])([CH3:22])[CH3:23])[NH:24][c:25]3[c:26]([CH3:34])[c:27]([Cl:33])[c:28]([C:29]#[N:30])[cH:31][cH:32]3)[o:12]2)[cH:6][cH:7]1.[cH:47]1[cH:48][cH:49][n:50][cH:51][cH:52]1>>[NH:1]([c:2]1[cH:3][cH:4][c:5](-[c:8]2[n:9][n:10][c:11]([CH:13]([CH:14]([CH3:15])[O:16][Si:17]([CH3:18])([CH3:19])[C:20]([CH3:21])([CH3:22])[CH3:23])[NH:24][c:25]3[c:26]([CH3:34])[c:27]([Cl:33])[c:28]([C:29]#[N:30])[cH:31][cH:32]3)[o:12]2)[cH:6][cH:7]1)[C:35]([c:36]1[cH:37][cH:38][cH:39][cH:40][cH:41]1)=[O:42].